Task: describe an organic reaction: reactants, conditions, products, and yield. Dataset: the Open Reaction Database (ORD), a public repository of structured organic reaction records The reactants are CN(C)CCN(C)C (TMEDA), C(=O)=O (Carbon dioxide), FC1=CC=CC=2OC(OC21)(C2=CC=CC=C2)C2=CC=CC=C2 (4-Fluoro-2,2-diphenyl-benzo[1,3]dioxole), C(CCC)[Li] (n-butyl lithium). The solvent is C1CCOC1 (THF), O (water). Run at temperature -78 celsius, time 2 hour. The product is FC1=C(C=CC=2OC(OC21)(C2=CC=CC=C2)C2=CC=CC=C2)C(=O)O (4-fluoro-2,2-diphenyl-benzo[1,3]dioxole-5-carboxylic acid). Yield: 59.5%. RXN SMILES: [F:1][C:2]1[C:10]2[O:9][C:8]([C:17]3[CH:22]=[CH:21][CH:20]=[CH:19][CH:18]=3)([C:11]3[CH:16]=[CH:15][CH:14]=[CH:13][CH:12]=3)[O:7][C:6]=2[CH:5]=[CH:4][CH:3]=1.CN(CCN(C)C)C.C([Li])CCC.[C:36](=[O:38])=[O:37]>C1COCC1.O>[F:1][C:2]1[C:10]2[O:9][C:8]([C:17]3[CH:18]=[CH:19][CH:20]=[CH:21][CH:22]=3)([C:11]3[CH:16]=[CH:15][CH:14]=[CH:13][CH:12]=3)[O:7][C:6]=2[CH:5]=[CH:4][C:3]=1[C:36]([OH:38])=[O:37]. Procedure details: 4-Fluoro-2,2-diphenyl-benzo[1,3]dioxole (5.8 g, 20 mmol) were dissolved in THF (40 ml). The reaction was cooled to −78° C. under argon. TMEDA (2.9 ml, 20 mmol) was added followed by n-butyl lithium (12.5 ml, 1.6 N in hexane) dropwise. The reaction was stirred at −78° C. for 2 hours. Carbon dioxide (20 g) was added at that temperature. The reaction was allowed to warm to 0° C. and poured into water (80 ml). The reaction was extracted twice with ethyl acetate. The aqueous layer was neutralized wit...